The task is: describe an organic reaction: reactants, conditions, products, and yield. This data is from the Open Reaction Database (ORD), a public repository of structured organic reaction records. Starting materials: CCCCc1nc(Cl)c(C(=O)OC(C)OC(=O)OCCCC(O[N+](=O)[O-])C(C)O[N+](=O)[O-])n1Cc1ccc(-c2ccccc2-c2nnnn2C(c2ccccc2)(c2ccccc2)c2ccccc2)cc1, CO. The product is CCCCc1nc(Cl)c(C(=O)OC(C)OC(=O)OCCCC(O[N+](=O)[O-])C(C)O[N+](=O)[O-])n1Cc1ccc(-c2ccccc2-c2nnn[nH]2)cc1. As a reaction SMILES: [CH2:1]([CH2:2][CH2:3][CH3:4])[c:5]1[n:6]([CH2:34][c:35]2[cH:36][cH:37][c:38](-[c:41]3[c:42](-[c:47]4[n:48][n:49][n:50][n:51]4[C:52]([c:53]4[cH:54][cH:55][cH:56][cH:57][cH:58]4)([c:59]4[cH:60][cH:61][cH:62][cH:63][cH:64]4)[c:65]4[cH:66][cH:67][cH:68][cH:69][cH:70]4)[cH:43][cH:44][cH:45][cH:46]3)[cH:39][cH:40]2)[c:7]([C:11](=[O:12])[O:13][CH:14]([CH3:15])[O:16][C:17](=[O:18])[O:19][CH2:20][CH2:21][CH2:22][CH:23]([CH:24]([CH3:25])[O:26][N+:27](=[O:28])[O-:29])[O:30][N+:31](=[O:32])[O-:33])[c:8]([Cl:10])[n:9]1.[CH3:71][OH:72]>>[CH2:1]([CH2:2][CH2:3][CH3:4])[c:5]1[n:6]([CH2:34][c:35]2[cH:36][cH:37][c:38](-[c:41]3[c:42](-[c:47]4[n:48][n:49][n:50][nH:51]4)[cH:43][cH:44][cH:45][cH:46]3)[cH:39][cH:40]2)[c:7]([C:11](=[O:12])[O:13][CH:14]([CH3:15])[O:16][C:17](=[O:18])[O:19][CH2:20][CH2:21][CH2:22][CH:23]([CH:24]([CH3:25])[O:26][N+:27](=[O:28])[O-:29])[O:30][N+:31](=[O:32])[O-:33])[c:8]([Cl:10])[n:9]1.